This data is from the Open Reaction Database (ORD), a public repository of structured organic reaction records. The task is: describe an organic reaction: reactants, conditions, products, and yield Yields the product COC1=CC=C(CN(C2=NC=CC=C2)CCN(C)CCCCCCNC(=C[N+](=O)[O-])NCCCOC2=CC(=CC=C2)CN2CCCCC2)C=C1 (N-[6-[N-[2-[N-(4-methoxybenzyl)-N-(2-pyridyl)amino]ethyl]-N-methylamino]hexyl]-N'-[3-[3-(piperidinomethyl)phenoxy]propyl]-2-nitro-1,1-ethenediamine). Reaction SMILES: [CH3:1][O:2][C:3]1[CH:27]=[CH:26][C:6]([CH2:7][N:8]([CH2:15][CH2:16][N:17]([CH3:25])[CH2:18][CH2:19][CH2:20][CH2:21][CH2:22][CH2:23][NH2:24])[C:9]2[CH:14]=[CH:13][CH:12]=[CH:11][N:10]=2)=[CH:5][CH:4]=1.CS[C:30]([NH:35][CH2:36][CH2:37][CH2:38][O:39][C:40]1[CH:45]=[CH:44][CH:43]=[C:42]([CH2:46][N:47]2[CH2:52][CH2:51][CH2:50][CH2:49][CH2:48]2)[CH:41]=1)=[CH:31][N+:32]([O-:34])=[O:33]>>[CH3:1][O:2][C:3]1[CH:27]=[CH:26][C:6]([CH2:7][N:8]([CH2:15][CH2:16][N:17]([CH2:18][CH2:19][CH2:20][CH2:21][CH2:22][CH2:23][NH:24][C:30]([NH:35][CH2:36][CH2:37][CH2:38][O:39][C:40]2[CH:45]=[CH:44][CH:43]=[C:42]([CH2:46][N:47]3[CH2:52][CH2:51][CH2:50][CH2:49][CH2:48]3)[CH:41]=2)=[CH:31][N+:32]([O-:34])=[O:33])[CH3:25])[C:9]2[CH:14]=[CH:13][CH:12]=[CH:11][N:10]=2)=[CH:5][CH:4]=1. Procedure: Preparation is effected analogously to Example 22, using 0.54 g (1.45 mmol) of N-[2-[N-(4-methoxybenzyl)-N-(2-pyridyl)amino]ethyl]-N-methyl-1,6-hexanediamine and the equimolar amount of 1-methylthio-1-[3-[3-(piperidinomethyl)phenoxy]propyl]amino-2-nitroethene as starting materials. Working up by chromatography analogously to Example 22 yields the purified title compound in the form of a viscous oil; MS (+FAB method): m/z (rel. int. [%])=688 ([M+H]+, 5), 121 (100). For further analysis, a portion... Reactants: COC1=CC=C(CN(C2=NC=CC=C2)CCN(CCCCCCN)C)C=C1 (N-[2-[N-(4-methoxybenzyl)-N-(2-pyridyl)amino]ethyl]-N-methyl-1,6-hexanediamine), CSC(=C[N+](=O)[O-])NCCCOC1=CC(=CC=C1)CN1CCCCC1 (1-methylthio-1-[3-[3-(piperidinomethyl)phenoxy]propyl]amino-2-nitroethene). The reactants are COc1cc2cnn(CCCCl)c(=O)c2cc1OC, CNCCc1ccc(OC)c(OC)c1, Clc1ccccc1. Yields the product COc1ccc(CCN(C)CCCn2ncc3cc(OC)c(OC)cc3c2=O)cc1OC, Cl. Reaction SMILES: [CH3:1][O:2][c:3]1[cH:4][c:5]2[cH:6][n:7][n:8]([CH2:16][CH2:17][CH2:18][Cl:19])[c:9](=[O:15])[c:10]2[cH:11][c:12]1[O:13][CH3:14].[CH3:20][O:21][c:22]1[cH:23][c:24]([CH2:30][CH2:31][NH:32][CH3:33])[cH:25][cH:26][c:27]1[O:28][CH3:29].[Cl:34][c:35]1[cH:36][cH:37][cH:38][cH:39][cH:40]1>>[CH3:1][O:2][c:3]1[cH:4][c:5]2[cH:6][n:7][n:8]([CH2:16][CH2:17][CH2:18][N:32]([CH2:31][CH2:30][c:24]3[cH:23][c:22]([O:21][CH3:20])[c:27]([O:28][CH3:29])[cH:26][cH:25]3)[CH3:33])[c:9](=[O:15])[c:10]2[cH:11][c:12]1[O:13][CH3:14].[ClH:19]. Reactants: FC=1C=C(C=C(C1)F)CC(=O)O (3,5-difluorophenylacetic acid), Cl.COC([C@@H](NC([C@@H](N)C)=O)CC1=CC=CC=C1)=O (N-(L-alaninyl)-L-phenylalanine methyl ester hydrochloride), C(=O)(OC(C)(C)C)N[C@@H](C)C(=O)O (N-BOC-L-alanine), Cl.COC([C@@H](N)CC1=CC=CC=C1)=O (L-phenylalanine methyl ester hydrochloride). Run in CO.C(Cl)(Cl)Cl (MeOH CHCl3). The product is COC([C@@H](NC([C@@H](NC(CC1=CC(=CC(=C1)F)F)=O)C)=O)CC1=CC=CC=C1)=O (N-[N-(3,5-Difluorophenylacetyl)-L-alaninyl]-L-phenylalanine Methyl Ester). RXN SMILES: [F:1][C:2]1[CH:3]=[C:4]([CH2:9][C:10]([OH:12])=O)[CH:5]=[C:6]([F:8])[CH:7]=1.Cl.[CH3:14][O:15][C:16](=[O:31])[C@H:17]([CH2:24][C:25]1[CH:30]=[CH:29][CH:28]=[CH:27][CH:26]=1)[NH:18][C:19](=[O:23])[C@H:20]([CH3:22])[NH2:21].C(N[C@H](C(O)=O)C)(OC(C)(C)C)=O.Cl.COC(=O)[C@H](CC1C=CC=CC=1)N>CO.C(Cl)(Cl)Cl>[CH3:14][O:15][C:16](=[O:31])[C@H:17]([CH2:24][C:25]1[CH:30]=[CH:29][CH:28]=[CH:27][CH:26]=1)[NH:18][C:19](=[O:23])[C@H:20]([CH3:22])[NH:21][C:10](=[O:12])[CH2:9][C:4]1[CH:5]=[C:6]([F:8])[CH:7]=[C:2]([F:1])[CH:3]=1 |f:1.2,4.5,6.7|. Reported procedure: Following General Procedure C and using 3,5-difluorophenylacetic acid (Oakwood) and N-(L-alaninyl)-L-phenylalanine methyl ester hydrochloride (prepared from N-BOC-L-alanine (Sigma) and L-phenylalanine methyl ester hydrochloride (Sigma) using General Procedure C, followed by removal of the BOC-group using General Procedure P), the title compound was prepared as a solid (mp=173-175° C.). The reaction was monitored by tlc (Rf=0.6 in 10% MeOH/CHCl3) and the product was purified by silica gel chromat...